Dataset: the Open Reaction Database (ORD), a public repository of structured organic reaction records. Task: describe an organic reaction: reactants, conditions, products, and yield Reactants: O=C([O-])[O-], CCCCCCCCSc1nc(Cl)cc(Cl)n1, CCO, Cc1cccc(N)c1C, [Na+], [Na+]. Product: CCCCCCCCSc1nc(Cl)cc(Nc2cccc(C)c2C)n1. As a reaction SMILES: [C:18](=[O:19])([O-:20])[O-:21].[CH2:1]([CH2:2][CH2:3][CH2:4][CH2:5][CH2:6][CH2:7][CH3:8])[S:9][c:10]1[n:11][c:12]([Cl:17])[cH:13][c:14]([Cl:16])[n:15]1.[CH3:33][CH2:34][OH:35].[NH2:24][c:25]1[c:26]([CH3:32])[c:27]([CH3:31])[cH:28][cH:29][cH:30]1.[Na+:22].[Na+:23]>>[CH2:1]([CH2:2][CH2:3][CH2:4][CH2:5][CH2:6][CH2:7][CH3:8])[S:9][c:10]1[n:11][c:12]([Cl:17])[cH:13][c:14]([NH:24][c:25]2[c:26]([CH3:32])[c:27]([CH3:31])[cH:28][cH:29][cH:30]2)[n:15]1. Starting materials: BrB(Br)Br, ClCCl, COc1ccc(Oc2c(I)cc(O)cc2I)cc1C(C)C. As a reaction SMILES: [B:22]([Br:23])([Br:24])[Br:25].[Cl:26][CH2:27][Cl:28].[I:1][c:2]1[cH:3][c:4]([OH:21])[cH:5][c:6]([I:20])[c:7]1[O:8][c:9]1[cH:10][c:11]([CH:17]([CH3:18])[CH3:19])[c:12]([O:15][CH3:16])[cH:13][cH:14]1>>[I:1][c:2]1[cH:3][c:4]([OH:21])[cH:5][c:6]([I:20])[c:7]1[O:8][c:9]1[cH:10][c:11]([CH:17]([CH3:18])[CH3:19])[c:12]([OH:15])[cH:13][cH:14]1. Yields the product CC(C)c1cc(Oc2c(I)cc(O)cc2I)ccc1O. Starting materials: N1(C=NC=C1)C(CCC)C=1C=C(C=CC(=O)O)C=CC1 (3-[1-(1-imidazolyl)-butyl]-cinnamic acid), [H][H] (hydrogen). The reagents and catalysts are [Pd] (palladium on carbon). Solvent: CO (methanol). Conditions: time 2 hour. Product: N1(C=NC=C1)C(CCC)C=1C=C(C=CC1)CCC(=O)O (3-[3-[1-(1-imidazolyl)-butyl]-phenyl]propionic acid). The yield is 96.5%. As a reaction SMILES: [N:1]1([CH:6]([C:10]2[CH:11]=[C:12]([CH:18]=[CH:19][CH:20]=2)[CH:13]=[CH:14][C:15]([OH:17])=[O:16])[CH2:7][CH2:8][CH3:9])[CH:5]=[CH:4][N:3]=[CH:2]1.[H][H]>CO.[Pd]>[N:1]1([CH:6]([C:10]2[CH:11]=[C:12]([CH2:13][CH2:14][C:15]([OH:17])=[O:16])[CH:18]=[CH:19][CH:20]=2)[CH2:7][CH2:8][CH3:9])[CH:5]=[CH:4][N:3]=[CH:2]1. Procedure details: 1.08 g of 3-[1-(1-imidazolyl)-butyl]-cinnamic acid (example 42) is dissolved in 20 ml of methanol and mixed with 100 mg of palladium on carbon (10%) and hydrogenated at normal pressure. After 2 hours, the reaction mixture does not take up any more hydrogen. Then the catalyst is filtered off on kieselguhr and the filtrate is concentrated by evaporation in a vacuum. 1.05 g of 3-[3-[1-(1-imidazolyl)-butyl]-phenyl]propionic acid is obtained Reactants: [Al+3], Nc1ccc2c(c1)OCO2, O=CO, [H-], [H-], [H-], [H-], [Li+], [Na+], [OH-], O. The product is CNc1ccc2c(c1)OCO2. Reaction SMILES: [Al+3:12].[CH2:1]1[O:2][c:3]2[cH:4][c:5]([NH2:6])[cH:7][cH:8][c:9]2[O:10]1.[CH:19]([OH:20])=[O:21].[H-:11].[H-:14].[H-:15].[H-:16].[Li+:13].[Na+:18].[OH-:17].[OH2:22]>>[CH2:1]1[O:2][c:3]2[cH:4][c:5]([NH:6][CH3:19])[cH:7][cH:8][c:9]2[O:10]1. The reactants are CCCC[N+](CCCC)(CCCC)CCCC, ClCCl, COc1ccc(CBr)c(Cl)c1, N#C[K], O, O=S(=O)([O-])O. Product: COc1ccc(CC#N)c(Cl)c1. RXN SMILES: [CH2:24]([N+:25]([CH2:26][CH2:27][CH2:28][CH3:29])([CH2:30][CH2:31][CH2:32][CH3:33])[CH2:34][CH2:35][CH2:36][CH3:37])[CH2:38][CH2:39][CH3:40].[Cl:15][CH2:16][Cl:17].[Cl:1][c:2]1[c:3]([CH2:4][Br:5])[cH:6][cH:7][c:8]([O:10][CH3:11])[cH:9]1.[K:12][C:13]#[N:14].[OH2:18].[S:19]([O-:20])([OH:21])(=[O:22])=[O:23]>>[Cl:1][c:2]1[c:3]([CH2:4][C:13]#[N:14])[cH:6][cH:7][c:8]([O:10][CH3:11])[cH:9]1. Starting materials: FC(C=1C=C(CN(C=2N=NN(N2)C)CC2=C(C=CC(=C2)C(F)(F)F)C(=O)C2CCCCC2)C=C(C1)C(F)(F)F)(F)F ((2-{[(3,5-bis-trifluoromethyl-benzyl)-(2-methyl-2H-tetrazol-5-yl)-amino]-methyl}-4-trifluoromethyl-phenyl)-cyclohexyl-methanone), C[Mg]Br (methylmagnesium bromide). The solvent is O1CCCC1 (tetrahydrofuran), O1CCCC1 (tetrahydrofuran). Conditions: time 15 minute. Yields the product FC(C=1C=C(CN(C=2N=NN(N2)C)CC2=C(C=CC(=C2)C(F)(F)F)C(C)(O)C2CCCCC2)C=C(C1)C(F)(F)F)(F)F (1-(2-{[(3,5-Bis-trifluoromethyl-benzyl)-(2-methyl-2H-tetrazol-5-yl)-amino]-methyl}-4-trifluoromethyl-phenyl)-1-cyclohexyl-ethanol). Yield: 108.0%. As a reaction SMILES: [F:1][C:2]([F:41])([F:40])[C:3]1[CH:4]=[C:5]([CH:33]=[C:34]([C:36]([F:39])([F:38])[F:37])[CH:35]=1)[CH2:6][N:7]([CH2:14][C:15]1[CH:20]=[C:19]([C:21]([F:24])([F:23])[F:22])[CH:18]=[CH:17][C:16]=1[C:25]([CH:27]1[CH2:32][CH2:31][CH2:30][CH2:29][CH2:28]1)=[O:26])[C:8]1[N:9]=[N:10][N:11]([CH3:13])[N:12]=1.[CH3:42][Mg]Br>O1CCCC1>[F:41][C:2]([F:1])([F:40])[C:3]1[CH:4]=[C:5]([CH:33]=[C:34]([C:36]([F:37])([F:38])[F:39])[CH:35]=1)[CH2:6][N:7]([CH2:14][C:15]1[CH:20]=[C:19]([C:21]([F:24])([F:23])[F:22])[CH:18]=[CH:17][C:16]=1[C:25]([CH:27]1[CH2:32][CH2:31][CH2:30][CH2:29][CH2:28]1)([OH:26])[CH3:42])[C:8]1[N:9]=[N:10][N:11]([CH3:13])[N:12]=1. Procedure details: To a solution of (2-{[(3,5-bis-trifluoromethyl-benzyl)-(2-methyl-2H-tetrazol-5-yl)-amino]-methyl}-4-trifluoromethyl-phenyl)-cyclohexyl-methanone (143 mg; 0.241 mmol) in tetrahydrofuran (2.5 mL) at 0° C. was added 3.0M methylmagnesium bromide in tetrahydrofuran (0.25 mL; 0.75 mmol). After 15 minutes, the bath was removed and reaction was stirred at room temperature for 3 hours. The reaction was quenched with 2 drops of water. The reaction was diluted with ethyl acetate and dried over sodium sulfa... Reactants: O=C[C@@H](O)[C@@H](O)[C@H](O)[C@H](O)CO (D-mannose), F (hydrogen fluoride). Product: [C@H]1([C@@H](O)[C@@H](O)[C@H](O)[C@H](O1)CO)F (α-D-mannosyl fluoride). The yield is 98.9%. Reaction SMILES: [O:1]=[CH:2][C@H:3]([C@H:5]([C@@H:7]([C@@H:9]([CH2:11][OH:12])[OH:10])[OH:8])[OH:6])O.[FH:13]>>[C@H:11]1([F:13])[O:12][C@H:3]([CH2:2][OH:1])[C@@H:5]([OH:6])[C@H:7]([OH:8])[C@@H:9]1[OH:10]. Procedure details: In the same way as described in Example 3, 1 g of D-mannose was reacted with 10 g of hydrogen fluoride. About 1 g of α-D-mannosyl fluoride ws isolated and identified by comparison with authentic material (cf. Barnett 35 al., loc. cit. in Example 3). Reactants: FC1=C(C=C(C=C1)[N+](=O)[O-])C(F)(F)F (1-floro-4-nitro-2-trifluoromethylbenzene), CNC (dimethyamine), [H-].[Na+] (sodium hydride), O (water). Run in O1CCCC1 (tetrahydrofuran). Reaction conditions: temperature 50 celsius, time 16 hour. The product is CN(C1=C(C=C(C=C1)[N+](=O)[O-])C(F)(F)F)C (Dimethyl-(4-nitro-2-trifluoromethylphenyl)amine). Yield: 42.0%. RXN SMILES: F[C:2]1[CH:7]=[CH:6][C:5]([N+:8]([O-:10])=[O:9])=[CH:4][C:3]=1[C:11]([F:14])([F:13])[F:12].[CH3:15][NH:16][CH3:17].[H-].[Na+].O>O1CCCC1>[CH3:15][N:16]([CH3:17])[C:2]1[CH:7]=[CH:6][C:5]([N+:8]([O-:10])=[O:9])=[CH:4][C:3]=1[C:11]([F:14])([F:13])[F:12] |f:2.3|. Procedure: To a solution of 1-floro-4-nitro-2-trifluoromethylbenzene (2.0 g) in tetrahydrofuran (20 mL) were added dimethyamine (0.64 g) and sodium hydride (0.34 g) at room temperature, and this mixture was stirred at 50° C. for 16 hours. This reaction mixture was poured into water, and this mixture was extracted with ethyl acetate. This organic layer was washed with water and brine, and dried over anhydrous magnesium sulfate. The solvent was removed under reduced pressure. The residue was purified by colu... Starting materials: CNC(=O)[C@H]1N(CCCC1)S(=O)(=O)C1=CC=C(C=C1)F (N2-methyl-(2S)-1-[(4-fluorophenyl)sulfonyl]-2-piperidinecarboxamide), COC=1C=CC(=CC1)P2(=S)SP(=S)(S2)C=3C=CC(=CC3)OC (Lawesson's reagent). Yields the product title compound, CNC(=S)[C@H]1N(CCCC1)S(=O)(=O)C1=CC=C(C=C1)F (N2-methyl-(2S)-1-[(4-fluorophenyl)sulfonyl]-2-piperidinecarbothioamide). As a reaction SMILES: [CH3:1][NH:2][C:3]([C@@H:5]1[CH2:10][CH2:9][CH2:8][CH2:7][N:6]1[S:11]([C:14]1[CH:19]=[CH:18][C:17]([F:20])=[CH:16][CH:15]=1)(=[O:13])=[O:12])=O.COC1C=CC(P2(SP(C3C=CC(OC)=CC=3)(=S)S2)=[S:30])=CC=1>>[CH3:1][NH:2][C:3]([C@@H:5]1[CH2:10][CH2:9][CH2:8][CH2:7][N:6]1[S:11]([C:14]1[CH:19]=[CH:18][C:17]([F:20])=[CH:16][CH:15]=1)(=[O:13])=[O:12])=[S:30]. Procedure: The title compound was prepared by a similar method to Example 20 from N2-methyl-(2S)-1-[(4-fluorophenyl)sulfonyl]-2-piperidinecarboxamide [see Preparation 43] and Lawesson's reagent. The crude product was purified by column chromatography on silica gel eluting with a solvent gradient of 0:100 changing to 25:75 (in 5% increments), by volume, ethyl acetate:hexane, to afford N2-methyl-(2S)-1-[(4-fluorophenyl)sulfonyl]-2-piperidinecarbothioamide as a white solid.